Dataset: the Open Reaction Database (ORD), a public repository of structured organic reaction records. Task: describe an organic reaction: reactants, conditions, products, and yield Starting materials: [OH-].[K+] (KOH), ClC1=C2NC=NC2=NC=N1 (6-chloropurine), Cl (HCl), C(C)(=O)C=1C=C(N)C=C(C1)C(C)=O (3,5-diacetylaniline). The solvent is O (water). Conditions: time 10 minute. Product: C(C)(=O)C=1C=C(C=C(C1)C(C)=O)NC1=C2NC=NC2=NC=N1 (6-[(3,5-diacetylphenyl)amino]purine). Isolated yield 90.4%. RXN SMILES: [C:1]([C:4]1[CH:5]=[C:6]([CH:8]=[C:9]([C:11](=[O:13])[CH3:12])[CH:10]=1)[NH2:7])(=[O:3])[CH3:2].Cl[C:15]1[N:23]=[CH:22][N:21]=[C:20]2[C:16]=1[NH:17][CH:18]=[N:19]2.Cl.[OH-].[K+]>O>[C:1]([C:4]1[CH:5]=[C:6]([NH:7][C:15]2[N:23]=[CH:22][N:21]=[C:20]3[C:16]=2[NH:17][CH:18]=[N:19]3)[CH:8]=[C:9]([C:11](=[O:13])[CH3:12])[CH:10]=1)(=[O:3])[CH3:2] |f:3.4|. Procedure details: Compound No. 16: A suspension of 3,5-diacetylaniline (0.531 g) in water (10 mL) was treated with 6-chloropurine (0.464 g) and concentrated HCl (0.25 mL) and heated at reflux for 30 min. After cooling the mixture was treated with 6 mL of aqueous 1N KOH. The mixture was stirred for 10 min and the solid was filtered out, washed with water, and dried, to give 0.80 g of 6-[(3,5-diacetylphenyl)amino]purine, mp dec 340°-350° C.